Dataset: the Open Reaction Database (ORD), a public repository of structured organic reaction records. Task: describe an organic reaction: reactants, conditions, products, and yield The reactants are O=S(=O)(c1ccc(Cl)nc1)N1CCC2=Cc3c(cnn3-c3ccc(F)cc3)CC2(COCCO)C1, FC1CCNC1. Yields the product O=S(=O)(c1ccc(N2CCC(F)C2)nc1)N1CCC2=Cc3c(cnn3-c3ccc(F)cc3)CC2(COCCO)C1. Reaction SMILES: [Cl:1][c:2]1[cH:3][cH:4][c:5]([S:8](=[O:9])(=[O:10])[N:11]2[CH2:12][C:13]3([CH2:31][O:32][CH2:33][CH2:34][OH:35])[CH2:14][c:15]4[c:16]([n:21](-[c:24]5[cH:25][cH:26][c:27]([F:30])[cH:28][cH:29]5)[n:22][cH:23]4)[CH:17]=[C:18]3[CH2:19][CH2:20]2)[cH:6][n:7]1.[F:36][CH:37]1[CH2:38][NH:39][CH2:40][CH2:41]1>>[c:2]1([N:39]2[CH2:38][CH:37]([F:36])[CH2:41][CH2:40]2)[cH:3][cH:4][c:5]([S:8](=[O:9])(=[O:10])[N:11]2[CH2:12][C:13]3([CH2:31][O:32][CH2:33][CH2:34][OH:35])[CH2:14][c:15]4[c:16]([n:21](-[c:24]5[cH:25][cH:26][c:27]([F:30])[cH:28][cH:29]5)[n:22][cH:23]4)[CH:17]=[C:18]3[CH2:19][CH2:20]2)[cH:6][n:7]1. Reactants: CC(=O)Oc1cccc(C(=O)O)c1, CCN(C(C)C)C(C)C, Nc1cccc(C(F)(F)F)c1, O=S(Cl)Cl. Product: CC(=O)Oc1cccc(C(=O)Nc2cccc(C(F)(F)F)c2)c1. Reaction SMILES: [C:1]([CH3:2])(=[O:3])[O:4][c:5]1[cH:6][c:7]([C:8](=[O:9])[OH:10])[cH:11][cH:12][cH:13]1.[CH2:25]([N:26]([CH:27]([CH3:28])[CH3:29])[CH:30]([CH3:31])[CH3:32])[CH3:33].[F:14][C:15]([c:16]1[cH:17][c:18]([NH2:19])[cH:20][cH:21][cH:22]1)([F:23])[F:24].[S:34]([Cl:35])([Cl:36])=[O:37]>>[C:1]([CH3:2])(=[O:3])[O:4][c:5]1[cH:6][c:7]([C:8](=[O:10])[NH:19][c:18]2[cH:17][c:16]([C:15]([F:14])([F:23])[F:24])[cH:22][cH:21][cH:20]2)[cH:11][cH:12][cH:13]1. Reactants: C(C)OC(=O)C1=CC=CC(=N1)CN1CCC(CC1)NC(C(C1=CC=CC=C1)(O)C1CCCC1)=O (N-[1-(6-ethoxycarbonyl-2-pyridylmethyl)piperidin-4-yl]-2-cyclopentyl-2-hydroxy-2-phenylacetamide), Cl.O1CCOCC1 (hydrogen chloride dioxane), C1(=CC=CC=C1)P(=O)(C1=CC=CC=C1)N=[N+]=[N-] (diphenylphosphoryl azide), Cl (hydrochloric acid). Run in CO (methanol), [OH-].[Na+] (sodium hydroxide), CO (methanol), C(C)N(CC)CC (triethylamine), C(C)(C)(C)O (t-butanol). Reaction conditions: time 15 hour. Yields the product Cl.Cl.NC1=CC=CC(=N1)CN1CCC(CC1)NC(C(C1=CC=CC=C1)(O)C1CCCC1)=O (N-[1-(6-amino-2-pyridylmethyl)piperidin-4-yl]-2-cyclopentyl-2-hydroxy-2-phenylacetamide dihydrochloride). RXN SMILES: C(OC([C:6]1[N:11]=[C:10]([CH2:12][N:13]2[CH2:18][CH2:17][CH:16]([NH:19][C:20](=[O:34])[C:21]([CH:29]3[CH2:33][CH2:32][CH2:31][CH2:30]3)([OH:28])[C:22]3[CH:27]=[CH:26][CH:25]=[CH:24][CH:23]=3)[CH2:15][CH2:14]2)[CH:9]=[CH:8][CH:7]=1)=O)C.[ClH:35].C1(P([N:50]=[N+]=[N-])(C2C=CC=CC=2)=O)C=CC=CC=1.Cl.O1CCOCC1>CO.[OH-].[Na+].C(O)(C)(C)C.C(N(CC)CC)C>[ClH:35].[ClH:35].[NH2:50][C:6]1[N:11]=[C:10]([CH2:12][N:13]2[CH2:14][CH2:15][CH:16]([NH:19][C:20](=[O:34])[C:21]([CH:29]3[CH2:33][CH2:32][CH2:31][CH2:30]3)([OH:28])[C:22]3[CH:27]=[CH:26][CH:25]=[CH:24][CH:23]=3)[CH2:17][CH2:18]2)[CH:9]=[CH:8][CH:7]=1 |f:3.4,6.7,10.11.12|. Procedure details: To a solution of 40 mg of N-[1-(6-ethoxycarbonyl-2-pyridylmethyl)piperidin-4-yl]-2-cyclopentyl-2-hydroxy-2-phenylacetamide in 1 ml of methanol, 0.5 ml of 1N sodium hydroxide solution was added at room temperature, followed by 15 hours' stirring at the same temperature. The reaction mixture was made weakly acidic with 1N hydrochloric acid and concentrated under reduced pressure. The residue was dissolved in ethanol, and the insoluble matter was removed by filtration. The filtrate was concentrated... RXN SMILES: [C:14]1(=[O:18])[CH2:15][CH2:16][CH2:17]1.[NH2:1][CH:2]1[CH2:3][N:4]([C:7](=[O:8])[O:9][C:10]([CH3:11])([CH3:12])[CH3:13])[CH2:5][CH2:6]1.[OH2:19]>>[NH:1]([CH:2]1[CH2:3][N:4]([C:7](=[O:8])[O:9][C:10]([CH3:11])([CH3:12])[CH3:13])[CH2:5][CH2:6]1)[CH:14]1[CH2:15][CH2:16][CH2:17]1. Starting materials: O=C1CCC1, CC(C)(C)OC(=O)N1CCC(N)C1, O. Product: CC(C)(C)OC(=O)N1CCC(NC2CCC2)C1. The reactants are CCOC(=O)c1cnn(-c2cccc(-c3cc(C)ccc3OCc3ccc(C4=CCN(C(=O)OC(C)(C)C)CC4)cc3)n2)c1C(F)(F)F, CCOC(C)=O, [H][H], O=[Pt]=O. Yields the product CCOC(=O)c1cnn(-c2cccc(-c3cc(C)ccc3OCc3ccc(C4CCN(C(=O)OC(C)(C)C)CC4)cc3)n2)c1C(F)(F)F. Reaction SMILES: [CH2:1]([CH3:2])[O:3][C:4](=[O:5])[c:6]1[cH:7][n:8][n:9](-[c:15]2[cH:16][cH:17][cH:18][c:19](-[c:21]3[c:22]([O:23][CH2:24][c:25]4[cH:26][cH:27][c:28]([C:31]5=[CH:36][CH2:35][N:34]([C:37](=[O:38])[O:39][C:40]([CH3:41])([CH3:42])[CH3:43])[CH2:33][CH2:32]5)[cH:29][cH:30]4)[cH:44][cH:45][c:46]([CH3:48])[cH:47]3)[n:20]2)[c:10]1[C:11]([F:12])([F:13])[F:14].[CH3:51][CH2:52][O:53][C:54]([CH3:55])=[O:56].[H:49][H:50].[Pt:57](=[O:58])=[O:59]>>[CH2:1]([CH3:2])[O:3][C:4](=[O:5])[c:6]1[cH:7][n:8][n:9](-[c:15]2[cH:16][cH:17][cH:18][c:19](-[c:21]3[c:22]([O:23][CH2:24][c:25]4[cH:26][cH:27][c:28]([CH:31]5[CH2:32][CH2:33][N:34]([C:37](=[O:38])[O:39][C:40]([CH3:41])([CH3:42])[CH3:43])[CH2:35][CH2:36]5)[cH:29][cH:30]4)[cH:44][cH:45][c:46]([CH3:48])[cH:47]3)[n:20]2)[c:10]1[C:11]([F:12])([F:13])[F:14].